Dataset: the Open Reaction Database (ORD), a public repository of structured organic reaction records. Task: describe an organic reaction: reactants, conditions, products, and yield RXN SMILES: [CH2:1]([c:2]1[cH:3][cH:4][cH:5][cH:6][cH:7]1)[S:8][c:9]1[n:10][cH:11][n:12][c:13]2[c:14]1[n:15][c:16]([Cl:26])[n:17][c:18]2[N:19]1[CH2:20][CH2:21][S:22](=[O:25])[CH2:23][CH2:24]1.[CH3:27][CH:28]([CH2:29][CH2:30][NH2:31])[CH3:32]>>[CH2:1]([c:2]1[cH:3][cH:4][cH:5][cH:6][cH:7]1)[S:8][c:9]1[n:10][cH:11][n:12][c:13]2[c:14]1[n:15][c:16]([NH:31][CH2:30][CH2:29][CH:28]([CH3:27])[CH3:32])[n:17][c:18]2[N:19]1[CH2:20][CH2:21][S:22](=[O:25])[CH2:23][CH2:24]1. The reactants are O=S1CCN(c2nc(Cl)nc3c(SCc4ccccc4)ncnc23)CC1, CC(C)CCN. Product: CC(C)CCNc1nc(N2CCS(=O)CC2)c2ncnc(SCc3ccccc3)c2n1. The reactants are C(C=C)(=O)[O-] (acrylate), FC1=C(C(=C(C(=C1C(C1=C(C(=C(C(=C1F)F)F)F)F)=O)F)F)F)F (decafluorobenzophenone), ClC(C(=O)O)(Cl)Cl (trichloroacetic acid), FF (fluorine). The solvent is CN(P(=O)(N(C)C)N(C)C)C (hexamethylphosphoramide), CO (carbinol), CO (carbinol). Conditions: temperature 0 celsius, time 15 hour. Yields the product ClC(C(O)(C1=C(C(=C(C(=C1F)F)F)F)F)C1=C(C(=C(C(=C1F)F)F)F)F)(Cl)Cl (2,2,2-trichloro-1,1-di(2,3,4,5,6-pentafluorophenyl)-1-ethanol). RXN SMILES: [F:1][C:2]1[C:7]([C:8](=[O:20])[C:9]2[C:14]([F:15])=[C:13]([F:16])[C:12]([F:17])=[C:11]([F:18])[C:10]=2[F:19])=[C:6]([F:21])[C:5]([F:22])=[C:4]([F:23])[C:3]=1[F:24].[Cl:25][C:26]([Cl:31])([Cl:30])C(O)=O.FF.C([O-])(=O)C=C>CO.CN(C)P(N(C)C)(N(C)C)=O>[Cl:25][C:26]([Cl:31])([Cl:30])[C:8]([C:9]1[C:10]([F:19])=[C:11]([F:18])[C:12]([F:17])=[C:13]([F:16])[C:14]=1[F:15])([C:7]1[C:2]([F:1])=[C:3]([F:24])[C:4]([F:23])=[C:5]([F:22])[C:6]=1[F:21])[OH:20]. Procedure: A mixture of 4.9 g of decafluorobenzophenone and 2.7 g of trichloroacetic acid was added to 15 mL of hexamethylphosphoramide. The stirred reaction mixture was maintained at about 0° C. for about 2 hours and then allowed to warm to room temperature and continue stirring at ambient temperature for the next 15 hours. The reaction mixture was characterized by GC and fluorine NMR to show a conversion of approximately 20% to the desired carbinol. This carbinol can be converted to the corresponding acr... Starting materials: ClCC=O (monochloroacetaldehyde), S1C(=CC=C1)C(=O)[O-].[N+](=O)([O-])C=C.[K+].[K+].S1C(=CC=C1)C(=O)[O-] (dipotassium 2-nitroethylene 1,1-dithiolate), ClCSC#N (chloromethylthiocyanate), Cl (hydrochloric acid), [OH-].[K+] (potassium hydroxide). Run in ClCCl (Dichloromethane), O (water), O (water). Conditions: time 5 minute. Yields the product S(C#N)CSC=1SC=CC1[N+](=O)[O-] (2-thiocyanomethylthio-3-nitrothiophene). As a reaction SMILES: ClCC=O.[S:5]1[CH:9]=[CH:8][CH:7]=[C:6]1C([O-])=O.[N+:13](C=C)([O-:15])=[O:14].[K+].[K+].[S:20]1C=CC=C1C([O-])=O.Cl.[OH-].[K+].Cl[CH2:32][S:33][C:34]#[N:35]>O.ClCCl>[S:33]([CH2:32][S:20][C:6]1[S:5][CH:9]=[CH:8][C:7]=1[N+:13]([O-:15])=[O:14])[C:34]#[N:35] |f:1.2.3.4.5,7.8|. Procedure details: A solution of 12.8 ml of monochloroacetaldehyde in 12.8 ml of water was added to a solution of 35.0 g dipotassium 2-nitroethylene 1,1-dithiolate in 225 ml of water, while stirring at room temperature. The reaction mixture was cooled down to 0° C., after which successively 16 ml of concentrated hydrochloric acid and 16 ml of concentrated potassium hydroxide were added, both for 5 minutes; after each addition the reaction mixture was stirred for 5 minutes. Thereafter 13 ml of chloromethylthiocyana... Starting materials: N(=NC(=O)OCC)C(=O)OCC.C1(=CC=CC=C1)C (diethyl azodicarboxylate toluene), N1=C(N=CC=C1)CO (pyrimidin-2-ylmethanol), C1(=CC=CC=C1)P(C1=CC=CC=C1)C1=CC=CC=C1 (triphenylphosphine), C(C)OC(=O)N1[C@@H](C[C@@H](C2=NC(=CC=C12)OC)NC1=NC=C(C(=N1)CC1=CC(=CC(=C1)C(F)(F)F)C(F)(F)F)O)CC ((2R*,4S*)-4-{[3,5-Bis(trifluoromethyl)benzyl]-(5-hydroxypyrimidin-2-yl)}amino-2-ethyl-6-methoxy-3,4-dihydro-2H-[1,5]naphthyridine-1-carboxylic acid ethyl ester). Solvent: O1CCCC1 (tetrahydrofuran), O (Water). Conditions: time 30 minute. Yields the product C(C)OC(=O)N1[C@@H](C[C@@H](C2=NC(=CC=C12)OC)NC1=NC=C(C(=N1)CC1=CC(=CC(=C1)C(F)(F)F)C(F)(F)F)OCC1=NC=CC=N1)CC ((2R*,4S*)-4-{[3,5-bis(trifluoromethyl)benzyl]-[5-(pyrimidin-2-ylmethoxy)pyrimidin-2-yl]}amino-2-ethyl-6-methoxy-3,4-dihydro-2H-[1,5]naphthyridine-1-carboxylic acid ethyl ester). Yield: 68.2%. As a reaction SMILES: [CH2:1]([O:3][C:4]([N:6]1[C:15]2[C:10](=[N:11][C:12]([O:16][CH3:17])=[CH:13][CH:14]=2)[C@@H:9]([NH:18][C:19]2[N:24]=[C:23]([CH2:25][C:26]3[CH:31]=[C:30]([C:32]([F:35])([F:34])[F:33])[CH:29]=[C:28]([C:36]([F:39])([F:38])[F:37])[CH:27]=3)[C:22]([OH:40])=[CH:21][N:20]=2)[CH2:8][C@H:7]1[CH2:41][CH3:42])=[O:5])[CH3:2].[N:43]1[CH:48]=[CH:47][CH:46]=[N:45][C:44]=1[CH2:49]O.C1(P(C2C=CC=CC=2)C2C=CC=CC=2)C=CC=CC=1.N(C(OCC)=O)=NC(OCC)=O.C1(C)C=CC=CC=1>O1CCCC1.O>[CH2:1]([O:3][C:4]([N:6]1[C:15]2[C:10](=[N:11][C:12]([O:16][CH3:17])=[CH:13][CH:14]=2)[C@@H:9]([NH:18][C:19]2[N:24]=[C:23]([CH2:25][C:26]3[CH:31]=[C:30]([C:32]([F:35])([F:34])[F:33])[CH:29]=[C:28]([C:36]([F:38])([F:39])[F:37])[CH:27]=3)[C:22]([O:40][CH2:49][C:44]3[N:45]=[CH:46][CH:47]=[CH:48][N:43]=3)=[CH:21][N:20]=2)[CH2:8][C@H:7]1[CH2:41][CH3:42])=[O:5])[CH3:2] |f:3.4|. Procedure: (2R*,4S*)-4-{[3,5-Bis(trifluoromethyl)benzyl]-(5-hydroxypyrimidin-2-yl)}amino-2-ethyl-6-methoxy-3,4-dihydro-2H-[1,5]naphthyridine-1-carboxylic acid ethyl ester (150 mg) is dissolved in tetrahydrofuran (1 ml), then thereto are added pyrimidin-2-ylmethanol (41 mg) and triphenylphosphine (98 mg). After adding dropwise 40% diethyl azodicarboxylate-toluene solution (163 μl) under ice-cooling, the mixture is stirred at room temperature for 1 hour and 30 minutes. Water is added to the reaction mixture ... Starting materials: CC(C)(C)OC(=O)CBr, NCCc1ccccc1, Cc1ccccc1. The product is CC(C)(C)OC(=O)CNCCc1ccccc1. RXN SMILES: [Br:10][CH2:11][C:12](=[O:13])[O:14][C:15]([CH3:16])([CH3:17])[CH3:18].[CH2:1]([CH2:2][c:3]1[cH:4][cH:5][cH:6][cH:7][cH:8]1)[NH2:9].[CH3:19][c:20]1[cH:21][cH:22][cH:23][cH:24][cH:25]1>>[CH2:1]([CH2:2][c:3]1[cH:4][cH:5][cH:6][cH:7][cH:8]1)[NH:9][CH2:11][C:12](=[O:13])[O:14][C:15]([CH3:16])([CH3:17])[CH3:18].